From a dataset of the Open Reaction Database (ORD), a public repository of structured organic reaction records. describe an organic reaction: reactants, conditions, products, and yield Reactants: CC(=O)O[BH-](OC(C)=O)OC(C)=O, CN1CCNCC1, CC(=O)O, CN1CCCC1=O, Cc1c(Nc2c(C#N)cncc2-c2cc3cc(C=O)ccc3o2)ccc2[nH]ccc12, ClCCl, [Na+]. The product is Cc1c(Nc2c(C#N)cncc2-c2cc3cc(CN4CCN(C)CC4)ccc3o2)ccc2[nH]ccc12. RXN SMILES: [C:42]([O:43][BH-:44]([O:45][C:46](=[O:47])[CH3:48])[O:49][C:50](=[O:51])[CH3:52])(=[O:53])[CH3:54].[CH3:31][N:32]1[CH2:33][CH2:34][NH:35][CH2:36][CH2:37]1.[CH3:38][C:39](=[O:40])[OH:41].[CH3:59][N:60]1[CH2:61][CH2:62][CH2:63][C:64]1=[O:65].[CH:1](=[O:2])[c:3]1[cH:4][cH:5][c:6]2[c:7]([cH:8][c:9](-[c:11]3[cH:12][n:13][cH:14][c:15]([C:16]#[N:17])[c:18]3[NH:19][c:20]3[c:21]([CH3:29])[c:22]4[cH:23][cH:24][nH:25][c:26]4[cH:27][cH:28]3)[o:10]2)[cH:30]1.[Cl:56][CH2:57][Cl:58].[Na+:55]>>[CH2:1]([c:3]1[cH:4][cH:5][c:6]2[c:7]([cH:8][c:9](-[c:11]3[cH:12][n:13][cH:14][c:15]([C:16]#[N:17])[c:18]3[NH:19][c:20]3[c:21]([CH3:29])[c:22]4[cH:23][cH:24][nH:25][c:26]4[cH:27][cH:28]3)[o:10]2)[cH:30]1)[N:35]1[CH2:34][CH2:33][N:32]([CH3:31])[CH2:37][CH2:36]1. Reactants: Cc1cc(C(=O)NC2CC(=O)c3ccccc3N(CC(=O)OCc3ccccc3)C2=O)cc(C)c1O, O=C(O)c1nccc2ccccc12. Product: O=C(CN1C(=O)C(NC(=O)c2nccc3ccccc23)CC(=O)c2ccccc21)OCc1ccccc1. Reaction SMILES: [O:1]=[C:2]1[N:3]([CH2:26][C:27](=[O:28])[O:29][CH2:30][c:31]2[cH:32][cH:33][cH:34][cH:35][cH:36]2)[c:4]2[c:5]([cH:22][cH:23][cH:24][cH:25]2)[C:6](=[O:21])[CH2:7][CH:8]1[NH:9][C:10]([c:11]1[cH:12][c:13]([CH3:14])[c:15]([OH:16])[c:17]([CH3:18])[cH:19]1)=[O:20].[c:37]1([C:47]([OH:48])=[O:49])[n:38][cH:39][cH:40][c:41]2[cH:42][cH:43][cH:44][cH:45][c:46]12>>[O:1]=[C:2]1[N:3]([CH2:26][C:27](=[O:28])[O:29][CH2:30][c:31]2[cH:32][cH:33][cH:34][cH:35][cH:36]2)[c:4]2[c:5]([cH:22][cH:23][cH:24][cH:25]2)[C:6](=[O:21])[CH2:7][CH:8]1[NH:9][C:10](=[O:20])[c:37]1[n:38][cH:39][cH:40][c:41]2[cH:42][cH:43][cH:44][cH:45][c:46]12. Reactants: [BH4-], Cc1cc(F)c(Br)cc1F, [Li]CCCC, CCCCCC, CN(C)C=O, CCO, Cl, [Na+], O. The product is Cc1cc(F)c(CO)cc1F. As a reaction SMILES: [BH4-:27].[Br:1][c:2]1[c:3]([F:10])[cH:4][c:5]([CH3:9])[c:6]([F:8])[cH:7]1.[CH2:11]([Li:12])[CH2:13][CH2:14][CH3:15].[CH3:16][CH2:17][CH2:18][CH2:19][CH2:20][CH3:21].[CH3:22][N:23]([CH:24]=[O:25])[CH3:26].[CH3:30][CH2:31][OH:32].[ClH:29].[Na+:28].[OH2:33]>>[c:2]1([CH2:24][OH:25])[c:3]([F:10])[cH:4][c:5]([CH3:9])[c:6]([F:8])[cH:7]1. Starting materials: nitro, 84, reduced iron, [Cl-].[NH4+] (ammonium chloride), O (water), C(CCC)OC1=C(C=C(C(=C1)Cl)OCCCC)[N+](=O)[O-] (2,5-dibutoxy-4-chloronitrobenzene). Run in C(C)(C)O (isopropanol). Yields the product 53, C(CCC)OC1=C(N)C=C(C(=C1)Cl)OCCCC (2,5-dibutoxy-4-chloroaniline). RXN SMILES: [Cl-].[NH4+].O.[CH2:4]([O:8][C:9]1[CH:14]=[C:13]([Cl:15])[C:12]([O:16][CH2:17][CH2:18][CH2:19][CH3:20])=[CH:11][C:10]=1[N+:21]([O-])=O)[CH2:5][CH2:6][CH3:7]>C(O)(C)C>[CH2:4]([O:8][C:9]1[CH:14]=[C:13]([Cl:15])[C:12]([O:16][CH2:17][CH2:18][CH2:19][CH3:20])=[CH:11][C:10]=1[NH2:21])[CH2:5][CH2:6][CH3:7] |f:0.1|. Procedure: To a mixture of 84 parts of reduced iron, 8 parts of ammonium chloride, 35 parts of water and 160 parts of isopropanol was gradually added 60.3 parts of 2,5-dibutoxy-4-chloronitrobenzene under reflux to reduce the nitro compound. Post-treatment was carried out in a conventional manner to obtain 53 parts of 2,5-dibutoxy-4-chloroaniline (m.p.: 43° to 44° C.).